From a dataset of the Open Reaction Database (ORD), a public repository of structured organic reaction records. describe an organic reaction: reactants, conditions, products, and yield Reactants: O1CC=CC1 (2,5-dihydrofuran), O (water), O1CC=CC1 (2,5-dihydrofuran), OCCCC=O (gamma-hydroxy butyraldehyde). The reagents and catalysts are catalyst, [Cr].[Co] (Hastelloy C). The solvent is O1CCCC1 (tetrahydrofuran). Run at temperature 120 celsius. The product is O1CCC=C1 (2,3-Dihydrofuran), O1C=CC=C1 (furan). Reaction SMILES: [O:1]1[CH2:5][CH:4]=[CH:3][CH2:2]1.O.O[CH2:8][CH2:9][CH2:10][CH:11]=[O:12]>[Cr].[Co].O1CCCC1>[O:1]1[CH:2]=[CH:3][CH2:4][CH2:5]1.[O:12]1[CH:8]=[CH:9][CH:10]=[CH:11]1 |f:3.4|. Reported procedure: A 300 ml stirred Hastelloy C autoclave was charged with 16 g 2,5-dihydrofuran, 80 g water and 5 g of the catalyst described in Example III. The autoclave was heated for 3 hours at 120° C. After cooling the resulting liquid was analysed by means of gas-liquid chromatography. The conversion of 2,5-dihydrofuran amounted to 55% gamma-hydroxy butyraldehyde having been formed with a selectivity of 65%. 2,3-Dihydrofuran, tetrahydrofuran and furan had also been formed in minor amounts. Reactants: Cl (HCl), FC1=C(C=CC2=C1C(=C(O2)C2=CC=C(C=C2)F)C(NC)=O)C=2C(=CC(=C(C(=O)OC)C2)OC)C (methyl 5-(4-fluoro-2-(4-fluorophenyl)-3-(methylcarbamoyl)benzofuran-5-yl)-2-methoxy-4-methylbenzoate), CO (MeOH), [OH-].[Na+] (sodium hydroxide). Run in O (H2O), C1CCOC1 (THF). Conditions: time 24 hour. The product is FC1=C(C=CC2=C1C(=C(O2)C2=CC=C(C=C2)F)C(NC)=O)C=2C(=CC(=C(C(=O)O)C2)OC)C (5-(4-fluoro-2-(4-fluorophenyl)-3-(methylcarbamoyl)benzofuran-5-yl)-2-methoxy-4-methylbenzoic acid). Reaction SMILES: [F:1][C:2]1[C:7]2[C:8]([C:18](=[O:21])[NH:19][CH3:20])=[C:9]([C:11]3[CH:16]=[CH:15][C:14]([F:17])=[CH:13][CH:12]=3)[O:10][C:6]=2[CH:5]=[CH:4][C:3]=1[C:22]1[C:23]([CH3:34])=[CH:24][C:25]([O:32][CH3:33])=[C:26]([CH:31]=1)[C:27]([O:29]C)=[O:28].CO.[OH-].[Na+].Cl>O.C1COCC1>[F:1][C:2]1[C:7]2[C:8]([C:18](=[O:21])[NH:19][CH3:20])=[C:9]([C:11]3[CH:16]=[CH:15][C:14]([F:17])=[CH:13][CH:12]=3)[O:10][C:6]=2[CH:5]=[CH:4][C:3]=1[C:22]1[C:23]([CH3:34])=[CH:24][C:25]([O:32][CH3:33])=[C:26]([CH:31]=1)[C:27]([OH:29])=[O:28] |f:2.3|. Procedure details: To the above prepared methyl 5-(4-fluoro-2-(4-fluorophenyl)-3-(methylcarbamoyl)benzofuran-5-yl)-2-methoxy-4-methylbenzoate (assumed 0.211 mmol) in a mixture MeOH (2 mL)/THF (2 mL) at r.t. under N2 was added sodium hydroxide (0.84 mL, 0.84 mmol). The mixture was stirred at r.t. for 24 hours. The mixture was added with 2 ml 1N HCl, and concentrated until off white solids formed. The mixture was added with 5 ml H2O, the solids filtered and washed with 3×2 ml H2O and dried (75.1 mg). 1H NMR (500 MHz... Starting materials: C(C)(C)(C)C=1N=C(C2=C(N1)N(N=N2)CC)N2CC(CC2)(F)F (5-tert-Butyl-7-(3,3-difluoro-pyrrolidin-1-yl)-3-ethyl-3H-[1,2,3]triazolo[4,5-d]pyrimidine), C(C)(C)(C)C=1N=C(C2=C(N1)NN=N2)N2CC(CC2)(F)F (5-tert-butyl-7-(3,3-difluoropyrrolidin-1-yl)-3H-[1,2,3]triazolo[4,5-d]pyrimidine), ClCC1=CC(=NN1C)C (5-(chloromethyl)-1,3-dimethyl-1H-pyrazole). Product: C(C)(C)(C)C=1N=C(C2=C(N1)N(N=N2)CC=2N(N=C(C2)C)C)N2CC(CC2)(F)F (5-tert-Butyl-7-(3,3-difluoro-pyrrolidin-1-yl)-3-(2,5-dimethyl-2H-pyrazol-3-ylmethyl)-3H-[1,2,3]triazolo[4,5-d]pyrimidine). Reaction SMILES: [C:1]([C:5]1[N:6]=[C:7]([N:16]2[CH2:20][CH2:19][C:18]([F:22])([F:21])[CH2:17]2)[C:8]2[N:13]=[N:12][N:11]([CH2:14][CH3:15])[C:9]=2[N:10]=1)([CH3:4])([CH3:3])[CH3:2].C(C1N=C(N2CCC(F)(F)C2)C2N=NNC=2N=1)(C)(C)C.ClC[C:45]1[N:49](C)[N:48]=[C:47]([CH3:51])[CH:46]=1>>[C:1]([C:5]1[N:6]=[C:7]([N:16]2[CH2:20][CH2:19][C:18]([F:21])([F:22])[CH2:17]2)[C:8]2[N:13]=[N:12][N:11]([CH2:14][C:15]3[N:49]([CH3:45])[N:48]=[C:47]([CH3:51])[CH:46]=3)[C:9]=2[N:10]=1)([CH3:2])([CH3:3])[CH3:4]. Procedure details: In analogy to the procedure described for the synthesis of 5-tert-butyl-7-(3,3-difluoropyrrolidin-1-yl)-3-ethyl-3H-[1,2,3]triazolo[4,5-d]pyrimidine (example 61), the title compound was prepared from 5-tert-butyl-7-(3,3-difluoropyrrolidin-1-yl)-3H-[1,2,3]triazolo[4,5-d]pyrimidine and 5-(chloromethyl)-1,3-dimethyl-1H-pyrazole and isolated as light-yellow gum. MS (m/e): 391.3 (MH+). Reactants: C(C)OC(=O)N=C=S (ethoxycarbonyl isothiocyanate), C(CCC)OCCCN (butoxypropylamine). Solvent: C(Cl)Cl (methylene chloride). Conditions: time 2 hour. Yields the product C(C)OC(=O)NC(=S)NCCCOCCCC (N-ethoxycarbonyl-N'-n-butoxypropyl thiourea). RXN SMILES: [CH2:1]([O:3][C:4]([N:6]=[C:7]=[S:8])=[O:5])[CH3:2].[CH2:9]([O:13][CH2:14][CH2:15][CH2:16][NH2:17])[CH2:10][CH2:11][CH3:12]>C(Cl)Cl>[CH2:1]([O:3][C:4]([NH:6][C:7]([NH:17][CH2:16][CH2:15][CH2:14][O:13][CH2:9][CH2:10][CH2:11][CH3:12])=[S:8])=[O:5])[CH3:2]. Reported procedure: Again following the procedure of Example 1, to 1.31 parts of the ethoxycarbonyl isothiocyanate in 6 parts of methylene chloride are added 1.31 parts of butoxypropylamine. After 2 hours at room temperature, the methylene chloride is evaporated off. The viscous liquid product N-ethoxycarbonyl-N'-n-butoxypropyl thiourea (2.6 parts) gives the correct IR analysis.